Dataset: the Open Reaction Database (ORD), a public repository of structured organic reaction records. Task: describe an organic reaction: reactants, conditions, products, and yield The reactants are BrC1=CC=CC2=C1N(C(=N2)NC2=C(C=C(C=C2)Cl)Cl)CCCC(=O)OCC (Ethyl 4-{7-bromo-2-[(2,4-dichlorophenyl)amino]-1H-benzimidazol-1-yl}butanoate), [BH4-].[Li+] (lithium tetrahydroborate). Run in O1CCCC1 (tetrahydrofuran). Run at time 16 hour. The product is crude product, BrC1=CC=CC2=C1N(C(=N2)NC2=C(C=C(C=C2)Cl)Cl)CCCCO (4-{7-bromo-2-[(2,4-dichlorophenyl)amino]-1H-benzimidazol-1-yl}butan-1-ol). Yield: 64.4%. RXN SMILES: [Br:1][C:2]1[C:7]2[N:8]([CH2:20][CH2:21][CH2:22][C:23](OCC)=[O:24])[C:9]([NH:11][C:12]3[CH:17]=[CH:16][C:15]([Cl:18])=[CH:14][C:13]=3[Cl:19])=[N:10][C:6]=2[CH:5]=[CH:4][CH:3]=1.[BH4-].[Li+]>O1CCCC1>[Br:1][C:2]1[C:7]2[N:8]([CH2:20][CH2:21][CH2:22][CH2:23][OH:24])[C:9]([NH:11][C:12]3[CH:17]=[CH:16][C:15]([Cl:18])=[CH:14][C:13]=3[Cl:19])=[N:10][C:6]=2[CH:5]=[CH:4][CH:3]=1 |f:1.2|. Reported procedure: To a solution of ethyl 4-{7-bromo-2-[(2,4-dichlorophenyl)amino]-1H-benzimidazol-1-yl}butanoate (Reference Example 78; 1.61 g, 3.42 mmol) in tetrahydrofuran (15 mL) was added lithium tetrahydroborate (372 mg, 17.1 mmol) at 0° C. The mixture was stirred at room temperature for 16 hr, and the reaction was quenched by methanol. The mixture was concentrated in vacuo, neutralized with aqueous saturated ammonium chloride, and extracted with ethyl acetate. The combined organic layer was washed with brin...